Dataset: the Open Reaction Database (ORD), a public repository of structured organic reaction records. Task: describe an organic reaction: reactants, conditions, products, and yield The reactants are C(C1=CC=CC=C1)(=O)C=1C(=NC2=CC(=C(C=C2C1C1=CC(=C(C=C1)OC)OC)OC)OC)C (3-benzoyl-4-(3,4-dimethoxyphenyl)-6,7-dimethoxy-2-methylquinoline), BrN1C(CCC1=O)=O (N-bromosuccinimide), N(=NC(C#N)(C)C)C(C#N)(C)C (2,2'-azobis(isobutyronitrile)). Solvent: C(Cl)(Cl)(Cl)Cl (carbon tetrachloride). The product is C(C1=CC=CC=C1)(=O)C=1C(=NC2=CC(=C(C=C2C1C1=CC(=C(C=C1)OC)OC)OC)OC)CBr (3-benzoyl-2-bromomethyl-4-(3,4-dimethoxyphenyl)-6,7-dimethoxyquinoline). Isolated yield 42.1%. As a reaction SMILES: [C:1]([C:9]1[C:10]([CH3:33])=[N:11][C:12]2[C:17]([C:18]=1[C:19]1[CH:24]=[CH:23][C:22]([O:25][CH3:26])=[C:21]([O:27][CH3:28])[CH:20]=1)=[CH:16][C:15]([O:29][CH3:30])=[C:14]([O:31][CH3:32])[CH:13]=2)(=[O:8])[C:2]1[CH:7]=[CH:6][CH:5]=[CH:4][CH:3]=1.[Br:34]N1C(=O)CCC1=O.N(C(C)(C)C#N)=NC(C)(C)C#N>C(Cl)(Cl)(Cl)Cl>[C:1]([C:9]1[C:10]([CH2:33][Br:34])=[N:11][C:12]2[C:17]([C:18]=1[C:19]1[CH:24]=[CH:23][C:22]([O:25][CH3:26])=[C:21]([O:27][CH3:28])[CH:20]=1)=[CH:16][C:15]([O:29][CH3:30])=[C:14]([O:31][CH3:32])[CH:13]=2)(=[O:8])[C:2]1[CH:3]=[CH:4][CH:5]=[CH:6][CH:7]=1. Procedure details: A mixture of 3-benzoyl-4-(3,4-dimethoxyphenyl)-6,7-dimethoxy-2-methylquinoline (5.5 g), N-bromosuccinimide (2.42 g), 2,2'-azobis(isobutyronitrile)(0.815 g) and carbon tetrachloride (250 ml) was stirred under reflux for 1.5 hours. The reaction mixture was cooled, and then the insoluble material was filtered off. The filtrate was washed with water and dried over magnesium sulfate, and the solvent was evaporated under reduced pressure. The residue was subjected to column chromatography on silica ge... Reactants: C(C)(C)(C)OC(NC1=C(C=C(C(=C1)OCC(F)(F)F)C(F)(F)F)NC(CC(C1=CC(=CC=C1)C1=CC(=NC=C1)N1CCCC1)=O)=O)=O ([2-{3-oxo-3-[3-(2-pyrrolidin-1-yl-pyridin-4-yl)-phenyl]-propionylamino}-5-(2,2,2-trifluoro-ethoxy)-4-trifluoromethyl-phenyl]-carbamic acid tert-butyl ester), C(=O)(C(F)(F)F)O (TFA). Run in C(Cl)Cl (CH2Cl2). Product: N1(CCCC1)C1=NC=CC(=C1)C=1C=C(C=CC1)C1=NC2=C(NC(C1)=O)C=C(C(=C2)OCC(F)(F)F)C(F)(F)F (4-[3-(2-Pyrrolidin-1-yl-pyridin-4-yl)-phenyl]-7-(2,2,2-trifluoro-ethoxy)-8-trifluoromethyl-1,3-dihydro-benzo[b][1,4]diazepin-2-one), solid. Yield: 33.0%. Reaction SMILES: C(OC(=O)[NH:7][C:8]1[CH:13]=[C:12]([O:14][CH2:15]C(F)(F)F)[C:11](C(F)(F)F)=[CH:10][C:9]=1[NH:24][C:25](=[O:46])[CH2:26][C:27](=O)[C:28]1[CH:33]=[CH:32][CH:31]=[C:30]([C:34]2[CH:39]=[CH:38][N:37]=[C:36]([N:40]3[CH2:44][CH2:43][CH2:42][CH2:41]3)[CH:35]=2)[CH:29]=1)(C)(C)C.C(O)([C:50]([F:53])([F:52])[F:51])=O>C(Cl)Cl>[N:40]1([C:36]2[CH:35]=[C:34]([C:30]3[CH:29]=[C:28]([C:27]4[CH2:26][C:25](=[O:46])[NH:24][C:9]5[CH:10]=[C:11]([C:50]([F:53])([F:52])[F:51])[C:12]([O:14][CH2:15][C:50]([F:53])([F:52])[F:51])=[CH:13][C:8]=5[N:7]=4)[CH:33]=[CH:32][CH:31]=3)[CH:39]=[CH:38][N:37]=2)[CH2:41][CH2:42][CH2:43][CH2:44]1. Procedure: The title compound was prepared from [2-{3-oxo-3-[3-(2-pyrrolidin-1-yl-pyridin-4-yl)-phenyl]-propionylamino}-5-(2,2,2-trifluoro-ethoxy)-4-trifluoromethyl-phenyl]-carbamic acid tert-butyl ester (Example M293) (376 mg, 0.61 mmol) by treatment with TFA in CH2Cl2 according to the general procedure N. Obtained as a yellow solid (111 mg, 33%).